From a dataset of the Open Reaction Database (ORD), a public repository of structured organic reaction records. describe an organic reaction: reactants, conditions, products, and yield Starting materials: NC=1C=CC(=NC1N)N1C[C@@H](CCC1)C(=O)O ((R)-1-(5,6-diaminopyridin-2-yl)piperidine-3-carboxylic acid), CN(C=O)C (N,N-dimethylformamide), C1(CC1)C1=NC=CC(=N1)C=O (2-cyclopropylpyrimidine-4-carbaldehyde), CN(C=O)C (N,N-dimethylformamide), C(C)(=O)O (acetic acid). Run at temperature 60 celsius, time 16 hour. The product is C1(CC1)C1=NC=CC(=N1)C1=NC=2C(=NC(=CC2)N2C[C@@H](CCC2)C(=O)O)N1 ((R)-1-(2-(2-cyclopropylpyrimidin-4-yl)-3H-imidazo[4,5-b]pyridin-5-yl)piperidine-3-carboxylic acid). Reaction SMILES: [NH2:1][C:2]1[CH:3]=[CH:4][C:5]([N:9]2[CH2:14][CH2:13][CH2:12][C@@H:11]([C:15]([OH:17])=[O:16])[CH2:10]2)=[N:6][C:7]=1[NH2:8].CN(C)C=O.[CH:23]1([C:26]2[N:31]=[C:30]([CH:32]=O)[CH:29]=[CH:28][N:27]=2)[CH2:25][CH2:24]1.C(O)(=O)C>>[CH:23]1([C:26]2[N:31]=[C:30]([C:32]3[NH:8][C:7]4=[N:6][C:5]([N:9]5[CH2:14][CH2:13][CH2:12][C@@H:11]([C:15]([OH:17])=[O:16])[CH2:10]5)=[CH:4][CH:3]=[C:2]4[N:1]=3)[CH:29]=[CH:28][N:27]=2)[CH2:25][CH2:24]1. Procedure details: To a solution of (R)-1-(5,6-diaminopyridin-2-yl)piperidine-3-carboxylic acid in N,N-dimethylformamide (49 mL, 12.25 mmol, 0.25M) was added a solution of 2-cyclopropylpyrimidine-4-carbaldehyde in N,N-dimethylformamide (49 mL, 12.25 mmol, 0.25M) followed by acetic acid (7.35 mL, 122.5 mmol). The reaction mixture was stirred at 60° C. for 16 h. The solvent was removed under reduced pressure and the residue was purified via HPLC to afford (R)-1-(2-(2-cyclopropylpyrimidin-4-yl)-3H-imidazo[4,5-b]pyrid...